describe an organic reaction: reactants, conditions, products, and yield From a dataset of the Open Reaction Database (ORD), a public repository of structured organic reaction records. Isolated yield 69.4%. The reagents and catalysts are CN(C1=CC=NC=C1)C (4-dimethylaminopyridine). Reaction SMILES: [CH3:1][N:2]1[C:9](=[O:10])[CH2:8][C:6](=[O:7])[N:5]([CH3:11])[C:3]1=[O:4].[C:12]1([CH2:18][C:19](O)=[O:20])[CH:17]=[CH:16][CH:15]=[CH:14][CH:13]=1.C1(N=C=NC2CCCCC2)CCCCC1>CN(C)C1C=CN=CC=1.C(Cl)Cl>[C:12]1([CH2:18][C:19]([CH:8]2[C:9](=[O:10])[N:2]([CH3:1])[C:3](=[O:4])[N:5]([CH3:11])[C:6]2=[O:7])=[O:20])[CH:17]=[CH:16][CH:15]=[CH:14][CH:13]=1. Yields the product C1(=CC=CC=C1)CC(=O)C1C(N(C(N(C1=O)C)=O)C)=O (5-Phenylacetyl-1,3-Dimethyl-2,4,6(1H,3H,5H)-Pyrimidinetrione). Reported procedure: A mixture of 1,3-dimethylbarbituric acid (5.00 g, 32.05 mmol), phenylacetic acid (6.53 g, 48.03 mmol), 4-dimethylaminopyridine (1.95 g, 16.01 mmol) in dry CH2Cl2 (30 ml) was cooled to 0° C. and 1,3-dicyclohexylcarbodiimide (7.26 g, 35.22 mmol) added. The reaction mixture was stirred at room temperature overnight and filtered. The solid was washed with CH2Cl2 (150 ml) and the combined solution was washed with 2 N HCl solution (40 ml). The organic phase was dried over MgSO4 and evaporated. The res... Reactants: CN1C(=O)N(C(=O)CC1=O)C (1,3-dimethylbarbituric acid), C1(=CC=CC=C1)CC(=O)O (phenylacetic acid), C1(CCCCC1)N=C=NC1CCCCC1 (1,3-dicyclohexylcarbodiimide). The solvent is C(Cl)Cl (CH2Cl2). Reaction conditions: temperature 0 celsius, time 8 hour.